This data is from the Open Reaction Database (ORD), a public repository of structured organic reaction records. The task is: describe an organic reaction: reactants, conditions, products, and yield Reactants: OC(C)(C)C=1N=C(NC1C(=O)OCCC)COCCC (propyl 4-(1-hydroxy-1-methylethyl)-2-propoxymethylimidazole-5-carboxylate), CC(C)([O-])C.[K+] (potassium t-butoxide), C(C)(C)(C)OC(=O)C1=C(C=CC=C1)C1=CC=C(CBr)C=C1 (4-[2-(t-butoxycarbonyl)phenyl]benzyl bromide). The product is C(C)(C)(C)OC(=O)C1=C(C=CC=C1)C1=CC=C(C=C1)CN1C(=NC(=C1C(=O)OCCC)C(C)(C)O)COCCC (Propyl 1-{4-[2-(t-butoxycarbonyl)phenyl]phenyl}methyl-4-(1-hydroxy-1-methylethyl)-2-propoxymethylimidazole-5-carboxylate). Yield: 75.6%. Reaction SMILES: [OH:1][C:2]([C:5]1[N:6]=[C:7]([CH2:16][O:17][CH2:18][CH2:19][CH3:20])[NH:8][C:9]=1[C:10]([O:12][CH2:13][CH2:14][CH3:15])=[O:11])([CH3:4])[CH3:3].CC(C)([O-])C.[K+].[C:27]([O:31][C:32]([C:34]1[CH:39]=[CH:38][CH:37]=[CH:36][C:35]=1[C:40]1[CH:47]=[CH:46][C:43]([CH2:44]Br)=[CH:42][CH:41]=1)=[O:33])([CH3:30])([CH3:29])[CH3:28]>>[C:27]([O:31][C:32]([C:34]1[CH:39]=[CH:38][CH:37]=[CH:36][C:35]=1[C:40]1[CH:47]=[CH:46][C:43]([CH2:44][N:8]2[C:9]([C:10]([O:12][CH2:13][CH2:14][CH3:15])=[O:11])=[C:5]([C:2]([OH:1])([CH3:4])[CH3:3])[N:6]=[C:7]2[CH2:16][O:17][CH2:18][CH2:19][CH3:20])=[CH:42][CH:41]=1)=[O:33])([CH3:30])([CH3:29])[CH3:28] |f:1.2|. Procedure: Following a procedure similar to that described in Example 82(a), but using 0.20 g of propyl 4-(1-hydroxy-1-methylethyl)-2-propoxymethylimidazole-5-carboxylate [prepared as described in Preparation 45(iii)], 82 mg of potassium t-butoxide and 290 mg of 4-[2-(t-butoxycarbonyl)phenyl]benzyl bromide and then purifying the product by column chromatography through silica gel using a 1:1 by volume mixture of hexane and ethyl acetate as the eluent, 293 mg of the title compound were obtained as a syrup.